This data is from the Open Reaction Database (ORD), a public repository of structured organic reaction records. The task is: describe an organic reaction: reactants, conditions, products, and yield Reactants: CC1=NC2=CC=C(C=C2N=C1)[N+](=O)[O-] (2-methyl-6-nitroquinoxaline), NC=1C=C2N=CC=NC2=CC1 (6-aminoquinoxaline). Solvent: CO (CH3OH). Yields the product CC1=NC2=CC=C(C=C2N=C1)N (2-Methyl-6-Aminoquinoxaline). Isolated yield 88.0%. Reaction SMILES: [CH3:1][C:2]1[CH:11]=[N:10][C:9]2[C:4](=[CH:5][CH:6]=[C:7]([N+:12]([O-])=O)[CH:8]=2)[N:3]=1.NC1C=C2C(=CC=1)N=CC=N2>CO>[CH3:1][C:2]1[CH:11]=[N:10][C:9]2[C:4](=[CH:5][CH:6]=[C:7]([NH2:12])[CH:8]=2)[N:3]=1. Procedure: A thick-walled Parr hydrogenation flask was charged with 2-methyl-6-nitroquinoxaline (10.0 g, 52.9) and CH3OH (200 ml). The flask was flushed with a stream of nitrogen and 10% by weight palladium on charcoal (500 mg) was added. The flask was pressurized with hydrogen to 50 psi and maintained at this pressure for three (3) hours. The reaction mixture was filtered and washed through silicon dioxide and concentrated in vacuo to yield a tan solid. The crude material was chromatographed (SiO2 ; 95/5 ...